Task: describe an organic reaction: reactants, conditions, products, and yield. Dataset: the Open Reaction Database (ORD), a public repository of structured organic reaction records Starting materials: NCCCN(CCCN)CC1=CC=CC=C1 (N,N-bis(3-aminopropyl)benzylamine), C(C=C)#N (acrylonitrile). Run in C(C)(=O)O (acetic acid). Yields the product C(#N)CCN(CCC#N)CCCN(CCCN(CCC#N)CCC#N)CC1=CC=CC=C1 (N,N-bis(3-(N,N-bis(2-cyanoethyl)amino)propyl)benzylamine). Reaction SMILES: [NH2:1][CH2:2][CH2:3][CH2:4][N:5]([CH2:10][C:11]1[CH:16]=[CH:15][CH:14]=[CH:13][CH:12]=1)[CH2:6][CH2:7][CH2:8][NH2:9].[C:17](#[N:20])[CH:18]=[CH2:19]>C(O)(=O)C>[C:17]([CH2:18][CH2:19][N:9]([CH2:8][CH2:7][CH2:6][N:5]([CH2:10][C:11]1[CH:16]=[CH:15][CH:14]=[CH:13][CH:12]=1)[CH2:4][CH2:3][CH2:2][N:1]([CH2:4][CH2:3][C:2]#[N:1])[CH2:12][CH2:11][C:10]#[N:5])[CH2:6][CH2:7][C:8]#[N:9])#[N:20]. Reported procedure: 4.43 g of acetic acid was added to 4.00 g of N,N-bis(3-aminopropyl)benzylamine and 100 mL of acrylonitrile and the mixture was heated under reflux for 14 hours. After the reaction mixture was concentrated, 150 mL of water was added thereto and the mixture was neutralized by 4.60 g of 28% ammonia water, followed by extraction of the mixture with ethyl acetate (150 mL). After the organic layer was washed with water, it was dried with anhydrous magnesium sulfate. The solvent was distilled off to gi... The reactants are CC(C)(C)C=1C=C(C=C(C1O)C(C)(C)C)C(C(=O)OC)=O (3,5-Bis(1,1-dimethylethyl)-4-hydroxy-α-oxo-benzeneacetic acid, methyl ester), [Li+].[OH-] (LiOH). The solvent is O.CO.O1CCCC1 (water methanol tetrahydrofuran). Yields the product CC(C)(C)C=1C=C(C=C(C1O)C(C)(C)C)C(C(=O)O)=O (3,5-Bis(1,1-dimethylethyl)-4-hydroxy-α-oxo-benzeneacetic acid). RXN SMILES: [CH3:1][C:2]([C:5]1[CH:6]=[C:7]([C:16](=[O:21])[C:17]([O:19]C)=[O:18])[CH:8]=[C:9]([C:12]([CH3:15])([CH3:14])[CH3:13])[C:10]=1[OH:11])([CH3:4])[CH3:3].[Li+].[OH-]>O.CO.O1CCCC1>[CH3:4][C:2]([C:5]1[CH:6]=[C:7]([C:16](=[O:21])[C:17]([OH:19])=[O:18])[CH:8]=[C:9]([C:12]([CH3:13])([CH3:14])[CH3:15])[C:10]=1[OH:11])([CH3:1])[CH3:3] |f:1.2,3.4.5|. Procedure details: 3,5-Bis(1,1-dimethylethyl)-4-hydroxy-α-oxo-benzeneacetic acid, methyl ester (20.0 g, 68.4 mmol) and LiOH (3.2 g, 439.1 mmol) are combined in 125 mL of a water-methanol-tetrahydrofuran mixture (1:1:1). The reaction warms to ca 50° C. and is maintained at this temperature using a heating bath for 5 hours under nitrogen atmosphere. The reaction is poured onto ice water and extracted with diethyl ether (3×). The cold aqueous layer is acidified with aqueous 12N HCl and extracted with diethyl ether (3... Reactants: C(C)N(CC)S(F)(F)F (N-ethyl-N-(trifluoro-λ4-sulfanyl)ethanamine), [OH-].[Na+] (NaOH), OC1(CCOCC1)C1=CC=C(C#N)C=C1 (4-(4-hydroxytetrahydro-2H-pyran-4-yl)benzonitrile), Intermediate. Run in ClCCl (dichloromethane), O (water). Reaction conditions: time 30 minute. Yields the product FC1(CCOCC1)C1=CC=C(C#N)C=C1 (4-(4-Fluorotetrahydro-2H-pyran-4-yl)benzonitrile). Reaction SMILES: O[C:2]1([C:8]2[CH:15]=[CH:14][C:11]([C:12]#[N:13])=[CH:10][CH:9]=2)[CH2:7][CH2:6][O:5][CH2:4][CH2:3]1.C(N(S(F)(F)[F:22])CC)C.[OH-].[Na+]>ClCCl.O>[F:22][C:2]1([C:8]2[CH:15]=[CH:14][C:11]([C:12]#[N:13])=[CH:10][CH:9]=2)[CH2:7][CH2:6][O:5][CH2:4][CH2:3]1 |f:2.3|. Procedure: To a suspension of 4-(4-hydroxytetrahydro-2H-pyran-4-yl)benzonitrile (Step 1 of Intermediate 1,300 mg, 1.48 mmol) in dichloromethane (28 mL) was added dropwise N-ethyl-N-(trifluoro-λ4-sulfanyl)ethanamine (586 mg, 1.77 mmol, dissolved in 2 mL dichloromethane) at a temperature of −78° C. After 30 minutes at this temperature, the reaction mixture was rapidly warmed to −20° C. by the aid of a water/ice bath for no longer than 30 seconds whereupon NaOH (1N aq., 10 mL) was added and the reaction mixtu... Starting materials: CCOC(=O)Cc1cc(Br)c(C(=O)c2ccc(C)cc2)n1C, [Na+], [OH-]. Product: Cc1ccc(C(=O)c2c(Br)cc(CC(=O)O)n2C)cc1. As a reaction SMILES: [Br:1][c:2]1[cH:3][c:4]([CH2:17][C:18](=[O:19])[O:20][CH2:21][CH3:22])[n:5]([CH3:16])[c:6]1[C:7](=[O:8])[c:9]1[cH:10][cH:11][c:12]([CH3:15])[cH:13][cH:14]1.[Na+:24].[OH-:23]>>[Br:1][c:2]1[cH:3][c:4]([CH2:17][C:18](=[O:19])[OH:20])[n:5]([CH3:16])[c:6]1[C:7](=[O:8])[c:9]1[cH:10][cH:11][c:12]([CH3:15])[cH:13][cH:14]1. The reactants are CC(=O)Nc1nc(C)c(S(=O)(=O)Cl)s1, COC(=O)C(Cc1ccc(-c2ccc(C#N)cc2)cc1)NC(=O)C1Cc2cc3c(cc2CN1)OC(c1ccc(OCc2ccc(C)c(Cl)c2)cc1)CO3, Cl. Yields the product COC(=O)C(Cc1ccc(-c2ccc(C#N)cc2)cc1)NC(=O)C1Cc2cc3c(cc2CN1S(=O)(=O)c1sc(NC(C)=O)nc1C)OC(c1ccc(OCc2ccc(C)c(Cl)c2)cc1)CO3. As a reaction SMILES: [C:55]([CH3:56])(=[O:57])[NH:58][c:59]1[s:60][c:61]([S:65](=[O:66])(=[O:67])[Cl:68])[c:62]([CH3:64])[n:63]1.[CH3:2][O:3][C:4]([CH:5]([CH2:6][c:7]1[cH:8][cH:9][c:10](-[c:13]2[cH:14][cH:15][c:16]([C:19]#[N:20])[cH:17][cH:18]2)[cH:11][cH:12]1)[NH:21][C:22](=[O:23])[CH:24]1[NH:25][CH2:26][c:27]2[cH:28][c:29]3[c:30]([cH:31][c:32]2[CH2:33]1)[O:34][CH2:35][CH:36]([c:38]1[cH:39][cH:40][c:41]([O:44][CH2:45][c:46]2[cH:47][c:48]([Cl:53])[c:49]([CH3:52])[cH:50][cH:51]2)[cH:42][cH:43]1)[O:37]3)=[O:54].[ClH:1]>>[CH3:2][O:3][C:4]([CH:5]([CH2:6][c:7]1[cH:8][cH:9][c:10](-[c:13]2[cH:14][cH:15][c:16]([C:19]#[N:20])[cH:17][cH:18]2)[cH:11][cH:12]1)[NH:21][C:22](=[O:23])[CH:24]1[N:25]([S:65]([c:61]2[s:60][c:59]([NH:58][C:55]([CH3:56])=[O:57])[n:63][c:62]2[CH3:64])(=[O:66])=[O:67])[CH2:26][c:27]2[cH:28][c:29]3[c:30]([cH:31][c:32]2[CH2:33]1)[O:34][CH2:35][CH:36]([c:38]1[cH:39][cH:40][c:41]([O:44][CH2:45][c:46]2[cH:47][c:48]([Cl:53])[c:49]([CH3:52])[cH:50][cH:51]2)[cH:42][cH:43]1)[O:37]3)=[O:54]. Reactants: COCCOC1=NC(=CC(=C1[N+](=O)[O-])OCC(F)(F)F)C (2-[(2-Methoxyethyl)oxy]-6-methyl-3-nitro-4-[(2,2,2-trifluoroethyl)oxy]pyridine), [H][H] (hydrogen). Reagents/catalysts: [Ni] (Raney nickel). Run in O1CCOCC1 (dioxane), CO (methanol). Product: NC=1C(=NC(=CC1OCC(F)(F)F)C)OCCOC (3-amino-2-[(2-methoxyethyl)oxy]-6-methyl-4-[(2,2,2-trifluoroethyl)oxy]pyridine). RXN SMILES: [CH3:1][O:2][CH2:3][CH2:4][O:5][C:6]1[C:11]([N+:12]([O-])=O)=[C:10]([O:15][CH2:16][C:17]([F:20])([F:19])[F:18])[CH:9]=[C:8]([CH3:21])[N:7]=1.[H][H]>O1CCOCC1.CO.[Ni]>[NH2:12][C:11]1[C:6]([O:5][CH2:4][CH2:3][O:2][CH3:1])=[N:7][C:8]([CH3:21])=[CH:9][C:10]=1[O:15][CH2:16][C:17]([F:18])([F:19])[F:20]. Reported procedure: 2-[(2-Methoxyethyl)oxy]-6-methyl-3-nitro-4-[(2,2,2-trifluoroethyl)oxy]pyridine (1.65 g, 5.32 mmol) was dissolved in a mixed solvent of dioxane (30 mL)-methanol (30 mL). Raney nickel (ethanol suspension, 3 mL) was added to the solution. In a hydrogen atmosphere, the mixture was stirred at room temperature for 26 hours. The reaction mixture was subjected to filtration, and the filtrate was concentrated under reduced pressure, to thereby yield 3-amino-2-[(2-methoxyethyl)oxy]-6-methyl-4-[(2,2,2-trif... Starting materials: CC(C)(C)OC(=O)NC1(C(=O)O)CC1, ClCCl, CC1CCC(C)C1O, CN(C)c1ccncc1. The product is CC1CCC(C)C1OC(=O)C1(NC(=O)OC(C)(C)C)CC1. RXN SMILES: [C:9]([CH3:10])([CH3:11])([CH3:12])[O:13][C:14](=[O:15])[NH:16][C:17]1([C:20](=[O:21])[OH:22])[CH2:18][CH2:19]1.[CH2:32]([Cl:33])[Cl:34].[CH3:1][CH:2]1[CH:3]([OH:8])[CH:4]([CH3:7])[CH2:5][CH2:6]1.[CH3:23][N:24]([CH3:25])[c:26]1[cH:27][cH:28][n:29][cH:30][cH:31]1>>[CH3:1][CH:2]1[CH:3]([O:8][C:20]([C:17]2([NH:16][C:14]([O:13][C:9]([CH3:10])([CH3:11])[CH3:12])=[O:15])[CH2:18][CH2:19]2)=[O:21])[CH:4]([CH3:7])[CH2:5][CH2:6]1. The reactants are ClC1=NC=C(C(=O)Cl)C=C1 (6-chloronicotinoyl chloride), FC1=CC(=C(N)C=C1F)[N+](=O)[O-] (4,5-difluoro-2-nitroaniline). Product: ClC1=CC=C(C=N1)C(=O)NC1=C(C=C(C(=C1)F)F)[N+](=O)[O-] (6-Chloro-N-(4,5-difluoro-2-nitrophenyl)-3-pyridinecarboxamide). RXN SMILES: [Cl:1][C:2]1[CH:10]=[CH:9][C:5]([C:6](Cl)=[O:7])=[CH:4][N:3]=1.[F:11][C:12]1[C:18]([F:19])=[CH:17][C:15]([NH2:16])=[C:14]([N+:20]([O-:22])=[O:21])[CH:13]=1>>[Cl:1][C:2]1[N:3]=[CH:4][C:5]([C:6]([NH:16][C:15]2[CH:17]=[C:18]([F:19])[C:12]([F:11])=[CH:13][C:14]=2[N+:20]([O-:22])=[O:21])=[O:7])=[CH:9][CH:10]=1. Procedure details: The title compound was prepared from 6-chloronicotinoyl chloride and 4,5-difluoro-2-nitroaniline and was obtained as a yellow solid as described in Example 1. 1H NMR (CDCl3): 11.49 (bs, 1H), 9.04-8.97 (m, 2H), 8.25-8.19 (m, 2H), 7.56-7.53 (m, 1H).